From a dataset of the Open Reaction Database (ORD), a public repository of structured organic reaction records. describe an organic reaction: reactants, conditions, products, and yield Starting materials: CCOC(=O)C(C)(C)c1cccc(C#Cc2ccc(CC(=O)OC)cc2)c1, CCO, [Li+], C1CCOC1, [OH-]. As a reaction SMILES: [CH2:1]([CH3:2])[O:3][C:4]([C:5]([CH3:6])([CH3:7])[c:8]1[cH:9][c:10]([C:14]#[C:15][c:16]2[cH:17][cH:18][c:19]([CH2:22][C:23](=[O:24])[O:25][CH3:26])[cH:20][cH:21]2)[cH:11][cH:12][cH:13]1)=[O:27].[CH3:30][CH2:31][OH:32].[Li+:28].[O:33]1[CH2:34][CH2:35][CH2:36][CH2:37]1.[OH-:29]>>[O:3]=[C:4]([C:5]([CH3:6])([CH3:7])[c:8]1[cH:9][c:10]([C:14]#[C:15][c:16]2[cH:17][cH:18][c:19]([CH2:22][C:23](=[O:24])[O:25][CH3:26])[cH:20][cH:21]2)[cH:11][cH:12][cH:13]1)[OH:27]. The product is COC(=O)Cc1ccc(C#Cc2cccc(C(C)(C)C(=O)O)c2)cc1.